This data is from the Open Reaction Database (ORD), a public repository of structured organic reaction records. The task is: describe an organic reaction: reactants, conditions, products, and yield The reactants are C1=2C(=O)OC(NC1=CC=CC2)=O (Isatoic anhydride), NCC=1N(C=CN1)C(C1=CC=CC=C1)(C1=CC=CC=C1)C1=CC=CC=C1 (2-(aminomethyl)-1-tritylimidazole), resultant residue. The solvent is C(Cl)Cl (methylene chloride), C(C)(C)O (isopropanol), C(C)(=O)OCC (ethyl acetate). The product is NC1=C(C(=O)NCC=2N(C=CN2)C(C2=CC=CC=C2)(C2=CC=CC=C2)C2=CC=CC=C2)C=CC=C1 (2-Amino-N-[(1-trityl-1H-imidazol-2-yl)methyl]benzamide). Isolated yield 80.1%. Reaction SMILES: [C:1]12[C:7](=[CH:8][CH:9]=[CH:10][CH:11]=1)[NH:6]C(=O)[O:4][C:2]2=O.[NH2:13][CH2:14][C:15]1[N:16]([C:20]([C:33]2[CH:38]=[CH:37][CH:36]=[CH:35][CH:34]=2)([C:27]2[CH:32]=[CH:31][CH:30]=[CH:29][CH:28]=2)[C:21]2[CH:26]=[CH:25][CH:24]=[CH:23][CH:22]=2)[CH:17]=[CH:18][N:19]=1>C(Cl)Cl.C(O)(C)C.C(OCC)(=O)C>[NH2:6][C:7]1[CH:8]=[CH:9][CH:10]=[CH:11][C:1]=1[C:2]([NH:13][CH2:14][C:15]1[N:16]([C:20]([C:21]2[CH:26]=[CH:25][CH:24]=[CH:23][CH:22]=2)([C:27]2[CH:28]=[CH:29][CH:30]=[CH:31][CH:32]=2)[C:33]2[CH:38]=[CH:37][CH:36]=[CH:35][CH:34]=2)[CH:17]=[CH:18][N:19]=1)=[O:4]. Procedure: Isatoic anhydride (2.65 g; 0.0162 mol) was slowly added to a room temperature solution of 5.51 g (0.0162 mol) of 2-(aminomethyl)-1-tritylimidazole in 30 ml of methylene chloride and 65 ml of isopropanol. The reaction mixture was then allowed to react overnight. The next morning the solution was reduced to dryness under reduced pressure and the resultant residue was redissolved in an ethyl acetate/aqueous sodium bicarbonate mixture. The resulting layers were separated, the organic layer was washe... The reactants are C(N)(=O)N[C@H]([C@H](C)CC)C(=O)O (N-carbamoyl-D-isoleucine), N1C(=O)NC(=O)C1.N[C@H]([C@H](C)CC)C(=O)O (D-isoleucine hydantoin), N1C(=O)NC(=O)C1.N[C@H]([C@H](C)CC)C(=O)O (D-isoleucine hydantoin), N1C(=O)NC(=O)C1.N[C@@H]([C@H](C)CC)C(=O)O (L-allo-isoleucine hydantoin), C(N)(=O)N[C@H]([C@H](C)CC)C(=O)O (N-carbamoyl-D-isoleucine), C(N)(=O)N[C@H]([C@H](C)CC)C(=O)O (N-carbamoyl-D-isoleucine), N1C(=O)NC(=O)C1 (hydantoin), N1C(=O)NC(=O)C1 (hydantoin), N1C(=O)NC(=O)C1 (hydantoin). The solvent is C[C@@H](C=O)CC ((R)-2-methylbutyraldehyde), C[C@@H](C=O)CC ((R)-2-methylbutyraldehyde). Yields the product N[C@H]([C@H](C)CC)C(=O)O (D-isoleucine). As a reaction SMILES: N1CC(=O)NC1=O.[NH2:8][C@@H:9]([C:14]([OH:16])=[O:15])[C@@H:10]([CH2:12][CH3:13])[CH3:11].N1CC(=O)NC1=O.N[C@H](C(O)=O)[C@@H](CC)C.N1CC(=O)NC1=O.C(N[C@@H](C(O)=O)[C@@H](CC)C)(=O)N>C[C@H](CC)C=O>[NH2:8][C@@H:9]([C:14]([OH:16])=[O:15])[C@@H:10]([CH2:12][CH3:13])[CH3:11] |f:0.1,2.3|. Procedure: Methods for producing single diastereomers of isoleucine in high stereochemical purity are provided. D-isoleucine is produced by converting (R)-2-methylbutyraldehyde to a diastereomeric mixture of D-isoleucine hydantoin and L-allo-isoleucine hydantoin (5S-[(R)-1-methylpropyl]hydantoin) under conditions whereby no significant racemization of the chiral center in (R)-2-methylbutyraldehyde occurs, followed by contacting said diastereomeric hydantoin mixture with a D-hydantoinase to stereoselectivel... The reactants are CCCCCCCCCCCCc1ccc2c(C(N)=O)c(OC(C)=O)ccc2c1, CO, Cl, [Na+], [OH-], O. Product: CCCCCCCCCCCCc1ccc2c(C(N)=O)c(O)ccc2c1. RXN SMILES: [C:1](=[O:2])([CH3:3])[O:4][c:5]1[c:6]([C:27](=[O:28])[NH2:29])[c:7]2[cH:8][cH:9][c:10]([CH2:15][CH2:16][CH2:17][CH2:18][CH2:19][CH2:20][CH2:21][CH2:22][CH2:23][CH2:24][CH2:25][CH3:26])[cH:11][c:12]2[cH:13][cH:14]1.[CH3:34][OH:35].[ClH:32].[Na+:31].[OH-:30].[OH2:33]>>[OH:4][c:5]1[c:6]([C:27](=[O:28])[NH2:29])[c:7]2[cH:8][cH:9][c:10]([CH2:15][CH2:16][CH2:17][CH2:18][CH2:19][CH2:20][CH2:21][CH2:22][CH2:23][CH2:24][CH2:25][CH3:26])[cH:11][c:12]2[cH:13][cH:14]1. Starting materials: [Cl-].[Cl-].[Cl-].[Ga+3] (gallium trichloride), C(C(C)(C)C)[Mg]Cl (neopentyl magnesium chloride). Run in C(C)OCC (diethyl ether), C(C)OCC (diethyl ether). Reaction conditions: time 18 hour. Product: crude product, C(C(C)(C)C)[Ga](CC(C)(C)C)CC(C)(C)C (trisneopentylgallium). RXN SMILES: [Cl-].[Cl-].[Cl-].[Ga+3:4].[CH2:5]([Mg]Cl)[C:6]([CH3:9])([CH3:8])[CH3:7]>C(OCC)C>[CH2:5]([Ga:4]([CH2:5][C:6]([CH3:9])([CH3:8])[CH3:7])[CH2:5][C:6]([CH3:9])([CH3:8])[CH3:7])[C:6]([CH3:9])([CH3:8])[CH3:7] |f:0.1.2.3|. Procedure: A flask charged with 9.578 g. (54.41 mmol) of freshly sublimed gallium trichloride dissolved in 250 ml. of dry diethyl ether (from sodium/benzophenone), was fitted with a condenser, mechanical stirrer and a pressure equalizing addition funnel. Under a cover of argon, 100 ml., 2.27M neopentyl magnesium chloride in diethyl ether solution (previously prepared from purified neopentyl chloride and magnesium turnings) was transferred to the addition funnel. The Grignard reagent was then added to the g... Procedure: The preparation of the title compound takes place in analogy to the synthesis of the compound from Example 19A starting with the compound from Example 18A. 82.3 mg (97% of theory) of the title compound are obtained. Reactants: ClC=1C=C(C=C(C1)F)C1=C(C=C(S1)C(=O)O)C1=CC(=CC=C1)C#N (5-(3-chloro-5-fluorophenyl)-4-(3-cyanophenyl)thiophene-2-carboxylic acid), ClC=1C=C(C=C(C1)F)C1=C(C=C(S1)C(=O)OCC)C1=CC(=C(C=C1)F)C#N (Ethyl 5-(3-chloro-5-fluorophenyl)-4-(3-cyano-4-fluorophenyl)thiophene-2-carboxylate). Product: ClC=1C=C(C=C(C1)F)C1=C(C=C(S1)C(=O)O)C1=CC(=C(C=C1)F)C#N (5-(3-Chloro-5-fluorophenyl)-4-(3-cyano-4-fluorophenyl)thiophene-2-carboxylic acid). As a reaction SMILES: ClC1C=C(C2SC(C(O)=O)=CC=2C2C=CC=C(C#N)C=2)C=C(F)C=1.[Cl:25][C:26]1[CH:27]=[C:28]([C:33]2[S:37][C:36]([C:38]([O:40]CC)=[O:39])=[CH:35][C:34]=2[C:43]2[CH:48]=[CH:47][C:46]([F:49])=[C:45]([C:50]#[N:51])[CH:44]=2)[CH:29]=[C:30]([F:32])[CH:31]=1>>[Cl:25][C:26]1[CH:27]=[C:28]([C:33]2[S:37][C:36]([C:38]([OH:40])=[O:39])=[CH:35][C:34]=2[C:43]2[CH:48]=[CH:47][C:46]([F:49])=[C:45]([C:50]#[N:51])[CH:44]=2)[CH:29]=[C:30]([F:32])[CH:31]=1. Reactants: [Br-], COCNC(=O)c1cnn(-c2ccc(OCCCN3CCCC3C)cc2)c1, [Cl-], Fc1ccc([Mg+])cc1, [NH4+], C1CCOC1. The product is CC1CCCN1CCCOc1ccc(-n2cc(C(=O)c3ccc(F)cc3)cn2)cc1. Reaction SMILES: [Br-:28].[CH3:1][O:2][CH2:3][NH:4][C:5](=[O:6])[c:7]1[cH:8][n:9][n:10](-[c:12]2[cH:13][cH:14][c:15]([O:18][CH2:19][CH2:20][CH2:21][N:22]3[CH:23]([CH3:27])[CH2:24][CH2:25][CH2:26]3)[cH:16][cH:17]2)[cH:11]1.[Cl-:42].[F:29][c:30]1[cH:31][cH:32][c:33]([Mg+:36])[cH:34][cH:35]1.[NH4+:43].[O:37]1[CH2:38][CH2:39][CH2:40][CH2:41]1>>[C:5](=[O:6])([c:7]1[cH:8][n:9][n:10](-[c:12]2[cH:13][cH:14][c:15]([O:18][CH2:19][CH2:20][CH2:21][N:22]3[CH:23]([CH3:27])[CH2:24][CH2:25][CH2:26]3)[cH:16][cH:17]2)[cH:11]1)[c:33]1[cH:32][cH:31][c:30]([F:29])[cH:35][cH:34]1. Yields the product O=C1CCCC2=C1C=CO2 (4-oxo-4,5,6,7 -tetrahydrobenzofuran). Run at time 8 hour. The reactants are aqueous solution, ClCC=O (chloroacetaldehyde), aqueous solution, C1(CC(CCC1)=O)=O (1,3-cyclohexanedione), C(O)([O-])=O.[Na+] (sodium hydrogencarbonate), S(O)(O)(=O)=O (sulfuric acid). Procedure details: To a mixture of 80 ml of water and 20 ml of 40% aqueous solution of chloroacetaldehyde was added 10.0 g (119 mmoles) of sodium hydrogencarbonate while cooling with ice. To the resulting reaction mixture was added dropwise 90 ml of aqueous solution containing 11.2 g (100 mmoles) of 1,3-cyclohexanedione while cooling with ice at a rate of 0.4 ml/minute. The reaction mixture was maintained at a pH of from 9 to 6 throughout the reaction. After completing the dropping, the reaction mixture was stirre... As a reaction SMILES: Cl[CH2:2][CH:3]=[O:4].C(=O)([O-])O.[Na+].[C:10]1(=O)[CH2:15][CH2:14][CH2:13][C:12](=[O:16])[CH2:11]1.S(=O)(=O)(O)O>C(OCC)(=O)C.O>[O:4]=[C:3]1[C:11]2[CH:10]=[CH:15][O:16][C:12]=2[CH2:13][CH2:14][CH2:2]1 |f:1.2|. The solvent is O (water), C(C)(=O)OCC (ethyl acetate). Isolated yield 76.0%. The reactants are C(C)OC1=C(C(=C(C=C1)C1=C2CCC(C2=CC=C1)=O)O)OC (4-(4-ethoxy-2-hydroxy-3-methoxyphenyl)-2,3-dihydro-1H-inden-1-one), C([O-])([O-])=O.[K+].[K+] (potassium carbonate), C(C(C)C)Br (isobutyl bromide). The solvent is C(C)#N (acetonitrile). Reaction conditions: temperature 80 celsius. The product is C(C)OC1=C(C(=C(C=C1)C1=C2CCC(C2=CC=C1)=O)OCC(C)C)OC (4-(4-Ethoxy-2-isobutoxy-3-methoxyphenyl)-2,3-dihydro-1H-inden-1-one). The yield is 21.1%. RXN SMILES: [CH2:1]([O:3][C:4]1[CH:9]=[CH:8][C:7]([C:10]2[CH:18]=[CH:17][CH:16]=[C:15]3[C:11]=2[CH2:12][CH2:13][C:14]3=[O:19])=[C:6]([OH:20])[C:5]=1[O:21][CH3:22])[CH3:2].C(=O)([O-])[O-].[K+].[K+].[CH2:29](Br)[CH:30]([CH3:32])[CH3:31]>C(#N)C>[CH2:1]([O:3][C:4]1[CH:9]=[CH:8][C:7]([C:10]2[CH:18]=[CH:17][CH:16]=[C:15]3[C:11]=2[CH2:12][CH2:13][C:14]3=[O:19])=[C:6]([O:20][CH2:29][CH:30]([CH3:32])[CH3:31])[C:5]=1[O:21][CH3:22])[CH3:2] |f:1.2.3|. Reported procedure: To a stirring solution of 4-(4-ethoxy-2-hydroxy-3-methoxyphenyl)-2,3-dihydro-1H-inden-1-one (80 mg, 0.268 mmol) in acetonitrile was added potassium carbonate (111 mg, 0.805 mmol) and isobutyl bromide (110 mg, 0.805 mmol) and the resultant reaction mixture was heated to 80° C. for 2 h. The reaction mixture was cooled to RT, filtered through celite and the filtrate was concentrated under reduced pressure. Purification of the residue by flash column chromatography (silica gel, 0-20% ethyl acetate i... The reactants are O (water), CC1=C(OCC(=O)OCC)C=CC(=C1)C(CC1=C(N=C(S1)C1=CC=C(C=C1)C(F)(F)F)C)=O (ethyl [2-methyl-4-({4-methyl-2-[4-(trifluoromethyl)phenyl]-1,3-thiazol-5-yl}acetyl)phenoxy]acetate), Cl (hydrochloric acid), [BH4-].[Na+] (sodium borohydride). Solvent: C(C)O (ethanol). The product is OC(CC1=C(N=C(S1)C1=CC=C(C=C1)C(F)(F)F)C)C1=CC(=C(OCC(=O)OCC)C=C1)C (ethyl [4-(1-hydroxy-2-{4-methyl-2-[4-(trifluoromethyl)phenyl]-1,3-thiazol-5-yl}ethyl)-2-methylphenoxy]acetate). As a reaction SMILES: [CH3:1][C:2]1[CH:14]=[C:13]([C:15](=[O:33])[CH2:16][C:17]2[S:21][C:20]([C:22]3[CH:27]=[CH:26][C:25]([C:28]([F:31])([F:30])[F:29])=[CH:24][CH:23]=3)=[N:19][C:18]=2[CH3:32])[CH:12]=[CH:11][C:3]=1[O:4][CH2:5][C:6]([O:8][CH2:9][CH3:10])=[O:7].[BH4-].[Na+].Cl.O>C(O)C>[OH:33][CH:15]([C:13]1[CH:12]=[CH:11][C:3]([O:4][CH2:5][C:6]([O:8][CH2:9][CH3:10])=[O:7])=[C:2]([CH3:1])[CH:14]=1)[CH2:16][C:17]1[S:21][C:20]([C:22]2[CH:27]=[CH:26][C:25]([C:28]([F:30])([F:31])[F:29])=[CH:24][CH:23]=2)=[N:19][C:18]=1[CH3:32] |f:1.2|. Reported procedure: To a suspension of ethyl [2-methyl-4-({4-methyl-2-[4-(trifluoromethyl)phenyl]-1,3-thiazol-5-yl}acetyl)phenoxy]acetate (intermediated 15, 0.165 g) in absolute ethanol (5 ml) at 0° C. under nitrogen was added sodium borohydride (0.013 g) after stirring for an hour the reaction was allowed to come to room temperature and stirred for a further two hours. 2M aqueous hydrochloric acid was then added drop-wise and once the effervescence had subsided water was added, the product was extracted twice with...